Dataset: the Open Reaction Database (ORD), a public repository of structured organic reaction records. Task: describe an organic reaction: reactants, conditions, products, and yield The reactants are IC1=CC=C(CN2CCC(CC2)(O)C)C=C1 (1-(4-iodobenzyl)-4-methylpiperidin-4-ol), ClC1=CC=C(C=C1)C1=CC=C(C=C1)NC(C#C)=O (propynoic acid-(4′-chlorobiphenyl-4-yl)amide). Run in ClCCl.CO (dichloromethane methanol). Product: ClC1=CC=C(C=C1)C1=CC=C(C=C1)NC(C#CC1=CC=C(C=C1)CN1CCC(CC1)(C)O)=O (3-[4-(4-hydroxy-4-methylpiperidin-1-ylmethyl)phenyl]propynoic acid-(4′-chlorobiphenyl-4-yl)amide). RXN SMILES: I[C:2]1[CH:16]=[CH:15][C:5]([CH2:6][N:7]2[CH2:12][CH2:11][C:10]([CH3:14])([OH:13])[CH2:9][CH2:8]2)=[CH:4][CH:3]=1.[Cl:17][C:18]1[CH:23]=[CH:22][C:21]([C:24]2[CH:29]=[CH:28][C:27]([NH:30][C:31](=[O:34])[C:32]#[CH:33])=[CH:26][CH:25]=2)=[CH:20][CH:19]=1>ClCCl.CO>[Cl:17][C:18]1[CH:19]=[CH:20][C:21]([C:24]2[CH:29]=[CH:28][C:27]([NH:30][C:31](=[O:34])[C:32]#[C:33][C:2]3[CH:16]=[CH:15][C:5]([CH2:6][N:7]4[CH2:12][CH2:11][C:10]([OH:13])([CH3:14])[CH2:9][CH2:8]4)=[CH:4][CH:3]=3)=[CH:26][CH:25]=2)=[CH:22][CH:23]=1 |f:2.3|. Reported procedure: Prepared analogously to Example 1.1.d. from 1-(4-iodobenzyl)-4-methylpiperidin-4-ol and propynoic acid-(4′-chlorobiphenyl-4-yl)amide. Yield: 25 mg (13% of theory); melting point: 192° C.-193° C.; C28H27ClN2O2 (M=458.99); calc.: molecular ion peak (M+H)+: 459/461; found: molecular ion peak (M+H)+: 459/461; Rf value: 0.2 (silica gel, dichloromethane/methanol (10:1)). Starting materials: NC=1C=CC(=C(C1)[C@]1(N=C(COC[C@@H]1F)N)C)F ((5R,6R)-5-(5-amino-2-fluoro-phenyl)-6-fluoro-5-methyl-2,5,6,7-tetrahydro-1,4-oxazepin-3-ylamine), ClC=1C=NC=2C(CCC2C1)=O (3-chloro-5,6-dihydro-[1]pyrindin-7-one), C(C)(=O)O (acetic acid), C(C)(=O)O[BH-](OC(C)=O)OC(C)=O.[Na+] (sodium triacetoxyborohydride), Cl (HCl). The solvent is ClCCCl (1,2-dichloroethane). Run at temperature 23 celsius, time 30 minute. The product is ClC=1C=C2C(=NC1)C(CC2)NC=2C=CC(=C(C2)[C@]2(N=C(COC[C@@H]2F)N)C)F ((5R,6R)-5-(5-(3-chloro-6,7-dihydro-5H-cyclopenta[b]pyridin-7-ylamino)-2-fluorophenyl)-6-fluoro-5-methyl-2,5,6,7-tetrahydro-1,4-oxazepin-3-amine). The yield is 34.4%. RXN SMILES: [NH2:1][C:2]1[CH:3]=[CH:4][C:5]([F:18])=[C:6]([C@:8]2([CH3:17])[C@@H:14]([F:15])[CH2:13][O:12][CH2:11][C:10]([NH2:16])=[N:9]2)[CH:7]=1.[Cl:19][C:20]1[CH:21]=[N:22][C:23]2[C:24](=O)[CH2:25][CH2:26][C:27]=2[CH:28]=1.C(O)(=O)C.C(O[BH-](OC(=O)C)OC(=O)C)(=O)C.[Na+].Cl>ClCCCl>[Cl:19][C:20]1[CH:28]=[C:27]2[CH2:26][CH2:25][CH:24]([NH:1][C:2]3[CH:3]=[CH:4][C:5]([F:18])=[C:6]([C@:8]4([CH3:17])[C@@H:14]([F:15])[CH2:13][O:12][CH2:11][C:10]([NH2:16])=[N:9]4)[CH:7]=3)[C:23]2=[N:22][CH:21]=1 |f:3.4|. Procedure: To a solution of (5R,6R)-5-(5-amino-2-fluoro-phenyl)-6-fluoro-5-methyl-2,5,6,7-tetrahydro-1,4-oxazepin-3-ylamine (intermediate A10B) (20 mg, 78.4 μmol) in 1,2-dichloroethane (200 μl) was added at 23° C. under inert atmosphere 3-chloro-5,6-dihydro-[1]pyrindin-7-one (14.4 mg, 86.2 μmol) and acetic acid (9.41 mg, 8.97 μl, 157 μmol) and the solution was stirred at 23° C. for 30 min. Then sodium triacetoxyborohydride (24.9 mg, 118 μmol) was added and the mixture was stirred at 23° C. for 4 h. After a... Reactants: NC=1C2=C(N=CN1)N(C=C2I)[C@H]2[C@H](O[Si](C)(C)C(C)(C)C)[C@H](O[Si](C)(C)C(C)(C)C)[C@H](O2)CO[Si](C)(C)C(C)(C)C (4-Amino-5-iodo-7-[2,3,5-tris-O-(tert-butyldimethylsilyl)-β-D-ribofuranosyl]-7H-pyrrolo[2,3-d]pyrimidine), C(CCC)[Sn](C=1SC=CN1)(CCCC)CCCC (2-(tributylstannyl)thiazole). The reagents and catalysts are Cl[Pd]([P](C1=CC=CC=C1)(C2=CC=CC=C2)C3=CC=CC=C3)([P](C4=CC=CC=C4)(C5=CC=CC=C5)C6=CC=CC=C6)Cl (PdCl2(PPh3)2). Run in CN(C)C=O (DMF). Reaction conditions: temperature 100 celsius, time 48 hour. Yields the product hexanes AcOEt, NC=1C2=C(N=CN1)N(C=C2C=2SC=CN2)[C@H]2[C@H](O[Si](C)(C)C(C)(C)C)[C@H](O[Si](C)(C)C(C)(C)C)[C@H](O2)CO[Si](C)(C)C(C)(C)C (4-Amino-5-(thiazol-2-yl)-7-[2,3,5-tris-O-(tert-butyldimethylsilyl)-β-D-ribofuranosyl]-7H-pyrrolo[2,3-d]pyrimidine). Isolated yield 88.6%. As a reaction SMILES: [NH2:1][C:2]1[C:3]2[C:10](I)=[CH:9][N:8]([C@@H:12]3[O:32][C@H:31]([CH2:33][O:34][Si:35]([C:38]([CH3:41])([CH3:40])[CH3:39])([CH3:37])[CH3:36])[C@@H:22]([O:23][Si:24]([C:27]([CH3:30])([CH3:29])[CH3:28])([CH3:26])[CH3:25])[C@H:13]3[O:14][Si:15]([C:18]([CH3:21])([CH3:20])[CH3:19])([CH3:17])[CH3:16])[C:4]=2[N:5]=[CH:6][N:7]=1.C([Sn](CCCC)(CCCC)[C:47]1[S:48][CH:49]=[CH:50][N:51]=1)CCC>CN(C=O)C.Cl[Pd](Cl)([P](C1C=CC=CC=1)(C1C=CC=CC=1)C1C=CC=CC=1)[P](C1C=CC=CC=1)(C1C=CC=CC=1)C1C=CC=CC=1>[NH2:1][C:2]1[C:3]2[C:10]([C:47]3[S:48][CH:49]=[CH:50][N:51]=3)=[CH:9][N:8]([C@@H:12]3[O:32][C@H:31]([CH2:33][O:34][Si:35]([C:38]([CH3:41])([CH3:40])[CH3:39])([CH3:37])[CH3:36])[C@@H:22]([O:23][Si:24]([C:27]([CH3:30])([CH3:29])[CH3:28])([CH3:26])[CH3:25])[C@H:13]3[O:14][Si:15]([C:18]([CH3:21])([CH3:20])[CH3:19])([CH3:17])[CH3:16])[C:4]=2[N:5]=[CH:6][N:7]=1 |^1:67,86|. Procedure details: An argon purged mixture of the compound 4 from Step 1 (544 mg, 0.74 mmol), 2-(tributylstannyl)thiazole (554 mg, 1.48 mmol) and PdCl2(PPh3)2 (22 mg, 0.03 mmol) in DMF (3 ml) was stirred at 100° C. for 48 h. Volatiles were evaporated under diminished pressure, the residue was co-evaporated with water (3×), twice with MeOH, twice with hexane and then co-evaporated with silica from hexane. Column chromatography on silica (hexanes then hexanes/AcOEt, 10:1→6:1) afforded title compound 5 as foam (454 m... Reactants: CC(C)C[AlH]CC(C)C (DIBAL), solution, COC(C(COC1COCC1)(C)C)=O (2,2-dimethyl-3-(tetrahydro-furan-3-yloxy)-propionic acid methyl ester), CC(C)C[AlH]CC(C)C (DIBAL), Cl (HCl). Run in hexanes, ClCCl (dichloromethane). Reaction conditions: temperature 0 celsius, time 2 hour. Product: CC(CO)(COC1COCC1)C (2,2-dimethyl-3-(tetrahydro-furan-3-yloxy)-propan-1-ol). Yield: 82.5%. RXN SMILES: CC(C[AlH]CC(C)C)C.C[O:11][C:12](=O)[C:13]([CH3:22])([CH3:21])[CH2:14][O:15][CH:16]1[CH2:20][CH2:19][O:18][CH2:17]1.Cl>ClCCl>[CH3:21][C:13]([CH3:22])([CH2:14][O:15][CH:16]1[CH2:20][CH2:19][O:18][CH2:17]1)[CH2:12][OH:11]. Reported procedure: DIBAL (1.74 mL of a 1.0 M solution in hexanes) was added dropwise to a solution of 2,2-dimethyl-3-(tetrahydro-furan-3-yloxy)-propionic acid methyl ester (353 mg, 1.74 mmol) in dichloromethane (9.0 mL) at −78° C. After 2 h at this temperature, an additional equivalent of DIBAL was added and after 1 h the reaction was warmed to 0° C. After an additional 1 h at 0° C., 1.0 N HCl was added dropwise to quench the reaction. The reaction was warmed to room temperature and partitioned between dichloromet... Starting materials: CC(=O)O, COC(=O)Cc1cccc2cnccc12, [Na+], [OH-]. Product: O=C(O)Cc1cccc2cnccc12. RXN SMILES: [CH3:18][C:19](=[O:20])[OH:21].[CH3:1][O:2][C:3]([CH2:4][c:5]1[c:6]2[cH:7][cH:8][n:9][cH:10][c:11]2[cH:12][cH:13][cH:14]1)=[O:15].[Na+:17].[OH-:16]>>[O:2]=[C:3]([CH2:4][c:5]1[c:6]2[cH:7][cH:8][n:9][cH:10][c:11]2[cH:12][cH:13][cH:14]1)[OH:15]. Reactants: ClCCCN1CCC(=CC1)C1=CC=CC=C1 (1-(3-chloropropyl)-4-phenyl-1,2,3,6-tetrahydropyridine), [Na] (sodium), S1(NC=2C=NC=C3C=CC=C1C23)(=O)=O (2H-isothiazolo[3,4,5-de]isoquinoline 1,1-dioxide), BrC1=CN=CC2=CC=CC(=C12)S(=O)(=O)N (4-bromo-5-isoquinolylsulphonamide), [H-].[Na+] (sodium hydride). Solvent: CN(C=O)C (dimethylformamide), CN(C=O)C (dimethylformamide), CN(C=O)C (dimethylformamide), C(C)(=O)OCC (ethyl acetate), O (water). Run at temperature 20 celsius. Yields the product C1(=CC=CC=C1)C=1CCN(CC1)CCCN1S(C=2C3=C1C=NC=C3C=CC2)(=O)=O (2-[3-(4-Phenyl-1,2,3,6-tetrahydropyridyl)propyl]-2H-isothiazolo[3,4,5-de]isoquinoline 1,1-dioxide). RXN SMILES: Cl[CH2:2][CH2:3][CH2:4][N:5]1[CH2:10][CH:9]=[C:8]([C:11]2[CH:16]=[CH:15][CH:14]=[CH:13][CH:12]=2)[CH2:7][CH2:6]1.[Na].[S:18]1(=[O:31])(=[O:30])[C:28]2[C:29]3[C:24]([CH:25]=[CH:26][CH:27]=2)=[CH:23][N:22]=[CH:21][C:20]=3[NH:19]1.BrC1C2C(=CC=CC=2S(N)(=O)=O)C=NC=1.[H-].[Na+]>CN(C)C=O.C(OCC)(=O)C.O>[C:11]1([C:8]2[CH2:7][CH2:6][N:5]([CH2:4][CH2:3][CH2:2][N:19]3[C:20]4[CH:21]=[N:22][CH:23]=[C:24]5[CH:25]=[CH:26][CH:27]=[C:28]([C:29]=45)[S:18]3(=[O:31])=[O:30])[CH2:10][CH:9]=2)[CH:16]=[CH:15][CH:14]=[CH:13][CH:12]=1 |f:4.5,^1:16|. Procedure details: A solution of 1-(3-chloropropyl)-4-phenyl-1,2,3,6-tetrahydropyridine (4.9 g) in dimethylformamide (20 cc) is added to a solution of the sodium salt of 2H-isothiazolo[3,4,5-de]isoquinoline 1,1-dioxide (obtained by heating, after the evolution of gas has ceased, a solution of 4-bromo-5-isoquinolylsulphonamide (4.1 g) in dimethylformamide (25 cc) and a suspension of sodium hydride (0.85 g) in an 80% dispersion in vaseline oil in dimethylformamide (50 cc) at 110° C. for 2 hours and 30 minutes) coole... The reactants are [N+](=O)([O-])C=1C=NC2=CC=CC=C2C1NC(CC(=O)OCC)C (ethyl 3-[(3-nitroquinolin-4-yl)amino]butanoate). The reagents and catalysts are [Pt] (platinum on carbon). The solvent is C(C)#N (acetonitrile). Product: NC=1C=NC2=CC=CC=C2C1NC(CC(=O)OCC)C (ethyl 3-[(3-aminoquinolin-4-yl)amino]butanoate). Isolated yield 101.4%. Reaction SMILES: [N+:1]([C:4]1[CH:5]=[N:6][C:7]2[C:12]([C:13]=1[NH:14][CH:15]([CH3:22])[CH2:16][C:17]([O:19][CH2:20][CH3:21])=[O:18])=[CH:11][CH:10]=[CH:9][CH:8]=2)([O-])=O>C(#N)C.[Pt]>[NH2:1][C:4]1[CH:5]=[N:6][C:7]2[C:12]([C:13]=1[NH:14][CH:15]([CH3:22])[CH2:16][C:17]([O:19][CH2:20][CH3:21])=[O:18])=[CH:11][CH:10]=[CH:9][CH:8]=2. Procedure: A Parr vessel was charged with a solution of ethyl 3-[(3-nitroquinolin-4-yl)amino]butanoate (11.5 g, 37.9 mmol) in acetonitrile (150 mL) followed by 5% platinum on carbon (1.2 g). The mixture was placed under hydrogen pressure overnight and then filtered through a layer of CELITE filter agent. The filtrate was concentrated under reduced pressure and further dried under high vacuum to provide 10.5 g of ethyl 3-[(3-aminoquinolin-4-yl)amino]butanoate as a sticky, yellow solid. Starting materials: ClC1=CC=C(C=C1)C[C@H](C(=O)N1CCN(CC1)C1=C2C(=NC=C1C1=CC(=CC=C1)F)NC=C2)NC(OC(C)(C)C)=O ((R)-tert-Butyl 3-(4-chlorophenyl)-1-(4-(5-(3-fluorophenyl)-1H-pyrrolo[2,3-b]pyridin-4-yl)piperazin-1-yl)-1-oxopropan-2-ylcarbamate), C1(=C(C(=C(C(=C1F)F)F)N)F)N.Cl.Cl (dihydrochloride), C(=O)(C(F)(F)F)O (TFA). Yields the product N[C@@H](C(=O)N1CCN(CC1)C1=C2C(=NC=C1C1=CC(=CC=C1)F)NC=C2)CC2=CC=C(C=C2)Cl ((R)-2-amino-3-(4-chlorophenyl)-1-(4-(5-(3-fluorophenyl)-1H-pyrrolo[2,3-b]pyri din-4-yl)piperazin-1-yl)propan-1-one). Conditions: time 1 hour. Reaction SMILES: [Cl:1][C:2]1[CH:7]=[CH:6][C:5]([CH2:8][C@@H:9]([NH:34]C(=O)OC(C)(C)C)[C:10]([N:12]2[CH2:17][CH2:16][N:15]([C:18]3[C:23]([C:24]4[CH:29]=[CH:28][CH:27]=[C:26]([F:30])[CH:25]=4)=[CH:22][N:21]=[C:20]4[NH:31][CH:32]=[CH:33][C:19]=34)[CH2:14][CH2:13]2)=[O:11])=[CH:4][CH:3]=1.C(O)(C(F)(F)F)=O.C1(N)C(F)=C(F)C(F)=C(N)C=1F.Cl.Cl>C(Cl)Cl>[NH2:34][C@H:9]([CH2:8][C:5]1[CH:4]=[CH:3][C:2]([Cl:1])=[CH:7][CH:6]=1)[C:10]([N:12]1[CH2:17][CH2:16][N:15]([C:18]2[C:23]([C:24]3[CH:29]=[CH:28][CH:27]=[C:26]([F:30])[CH:25]=3)=[CH:22][N:21]=[C:20]3[NH:31][CH:32]=[CH:33][C:19]=23)[CH2:14][CH2:13]1)=[O:11] |f:2.3.4|. Procedure details: (R)-tert-Butyl 3-(4-chlorophenyl)-1-(4-(5-(3-fluorophenyl)-1H-pyrrolo[2,3-b]pyridin-4-yl)piperazin-1-yl)-1-oxopropan-2-ylcarbamate (0.045 g, 0.078 mmol) was placed in DCM (3 mL) at room temperature. TFA (0.3 mL) was then added, and the reaction was stirred at room temperature for 1 hour. The reaction was then concentrated to dryness, dissolved in minimal DCM, and added dropwise to a stirring solution of 1M HCl in ether. The solid product was filtered, washed with ether, and dried to give (R)-2-a... Yield: 48.3%. Run in C(Cl)Cl (DCM). Reactants: [Si](C)(C)(C(C)(C)C)OCC1=CC=C(C=C1)C=1C(=C2C=CC=CN2C1)CC (2-(4-(tert-butyldimethylsilanyloxymethyl)phenyl)-1-ethylindolizine), C(#CC(=O)OC)C(=O)OC (dimethyl acetylene dicarboxylate). Yields the product C(C)C1=C(C2=C(C(=C3C=CC=C1N23)C(=O)OC)C(=O)OC)C2=CC=C(C=C2)CO[Si](C)(C)C(C)(C)C (dimethyl 4-ethyl-3-(4-(tert-butyldimethylsilanyloxymethyl)phenyl)pyrrolo[2,1,5-cd]indolizine-1,2-dicarboxylate). Reaction SMILES: [Si:1]([O:8][CH2:9][C:10]1[CH:15]=[CH:14][C:13]([C:16]2[C:17]([CH2:25][CH3:26])=[C:18]3[N:23]([CH:24]=2)[CH:22]=[CH:21][CH:20]=[CH:19]3)=[CH:12][CH:11]=1)([C:4]([CH3:7])([CH3:6])[CH3:5])([CH3:3])[CH3:2].[C:27]([C:33]([O:35][CH3:36])=[O:34])#[C:28][C:29]([O:31][CH3:32])=[O:30]>>[CH2:25]([C:17]1[C:18]2[N:23]3[C:22]([CH:21]=[CH:20][CH:19]=2)=[C:28]([C:29]([O:31][CH3:32])=[O:30])[C:27]([C:33]([O:35][CH3:36])=[O:34])=[C:24]3[C:16]=1[C:13]1[CH:14]=[CH:15][C:10]([CH2:9][O:8][Si:1]([C:4]([CH3:7])([CH3:6])[CH3:5])([CH3:2])[CH3:3])=[CH:11][CH:12]=1)[CH3:26]. Procedure: 2-(4-(tert-Butyldimethylsilanyloxymethyl)phenyl)-1-ethylindolizine prepared in example 97, step 2, was reacted with dimethyl acetylene dicarboxylate by the general synthetic principle outlined in example 23, step 6, to afford dimethyl 4-ethyl-3-(4-(tert-butyldimethylsilanyloxymethyl)phenyl)pyrrolo[2,1,5-cd]indolizine-1,2-dicarboxylate, which was hydrolysed and desilylated by the general synthetic principle outlined in example 23, step 7, to afford 4-ethyl-3-(4-hydroxymethylphenyl)pyrrolo[2,1,5-c...